describe an organic reaction: reactants, conditions, products, and yield From a dataset of the Open Reaction Database (ORD), a public repository of structured organic reaction records. Reactants: CC(C)N1C2=CC=CC=C2C(=C1/C=C/[C@@H](C[C@@H](CC(=O)OC)O)O)C3=CC=C(C=C3)F (Fluvastatin methyl ester), [OH-].[Na+] (NaOH), C(C)(=O)OCC (ethyl acetate). Solvent: CCO (EtOH). Conditions: temperature 70 celsius, time 4 hour. The product is CC(C)N1C=2C=CC=CC2C(=C1/C=C/C(CC(CC(=O)[O-])O)O)C=3C=CC(=CC3)F.[Na+] (fluvastatin sodium), XXXVIII. The yield is 87.4%. As a reaction SMILES: [CH3:1][CH:2]([N:4]1[C:12](/[CH:13]=[CH:14]/[C@H:15]([OH:24])[CH2:16][C@H:17]([OH:23])[CH2:18][C:19]([O:21]C)=[O:20])=[C:11]([C:25]2[CH:30]=[CH:29][C:28]([F:31])=[CH:27][CH:26]=2)[C:10]2[C:5]1=[CH:6][CH:7]=[CH:8][CH:9]=2)[CH3:3].[OH-].[Na+:33].C(OCC)(=O)C>CCO>[CH3:3][CH:2]([N:4]1[C:12](/[CH:13]=[CH:14]/[CH:15]([OH:24])[CH2:16][CH:17]([OH:23])[CH2:18][C:19]([O-:21])=[O:20])=[C:11]([C:25]2[CH:26]=[CH:27][C:28]([F:31])=[CH:29][CH:30]=2)[C:10]2[CH:9]=[CH:8][CH:7]=[CH:6][C:5]1=2)[CH3:1].[Na+:33] |f:1.2,5.6|. Procedure details: Fluvastatin methyl ester (2.0 g) was added to a solution of NaOH (1 eq.) in EtOH (15 ml). The mixture was stirred at about 70° C. for 4 h (it became clear and turned to a slurry), after which the starting material was not detected by HPLC. Then, 40 ml of ethyl acetate was dripped into the mixture and it was cooled slowly to room temperature and stirred overnight. The product was isolated by filtration under nitrogen, washed with ethyl acetate (10 ml) and dried at 50° C. in a vacuum oven for 24 h... Reported procedure: A solution of the product of step (iii) (1.8 g) in trifluoroacetic acid (5 ml) and dichloromethane (30 ml) was stirred overnight at room temperature. Toluene was added and the mixture was evaporated. The residue was partitioned between ethyl acetate and saturated aqueous sodium bicarbonate. The organic phase was dried (MgSO4) and evaporated. The product is C1=CC=CC=2C(C3=C(C=CC21)C=CC=C3)C=3C(NC(N(C3)CC=3C=C(C=CC3)CNCC(=O)OC)=O)=O (N-[[3-[[5-{5H-Dibenzo[a,d]cyclohepten-5-yl}-3,4-dihydro-2,4-dioxo-1(2H)-pyrimidinyl]methyl]phenyl]methyl]glycine, methyl ester). Solvent: FC(C(=O)O)(F)F (trifluoroacetic acid), ClCCl (dichloromethane). Reaction SMILES: [CH:1]1[C:11]2[CH:10]=[CH:9][C:8]3[CH:12]=[CH:13][CH:14]=[CH:15][C:7]=3[CH:6]([C:16]3[C:17](=[O:44])[NH:18][C:19](=[O:43])[N:20]([CH2:22][C:23]4[CH:24]=[C:25]([CH2:29][N:30](C(OC(C)(C)C)=O)[CH2:31][C:32]([O:34][CH3:35])=[O:33])[CH:26]=[CH:27][CH:28]=4)[CH:21]=3)[C:5]=2[CH:4]=[CH:3][CH:2]=1.C1(C)C=CC=CC=1>FC(F)(F)C(O)=O.ClCCl>[CH:12]1[C:8]2[CH:9]=[CH:10][C:11]3[CH:1]=[CH:2][CH:3]=[CH:4][C:5]=3[CH:6]([C:16]3[C:17](=[O:44])[NH:18][C:19](=[O:43])[N:20]([CH2:22][C:23]4[CH:24]=[C:25]([CH2:29][NH:30][CH2:31][C:32]([O:34][CH3:35])=[O:33])[CH:26]=[CH:27][CH:28]=4)[CH:21]=3)[C:7]=2[CH:15]=[CH:14][CH:13]=1. Reactants: C1=CC=CC=2C(C3=C(C=CC21)C=CC=C3)C=3C(NC(N(C3)CC=3C=C(C=CC3)CN(CC(=O)OC)C(=O)OC(C)(C)C)=O)=O (N-[[3-[[5-{5-H-Dibenzo[a,d]cyclohepten-5-yl}-3,4-dihydro-2,4-dioxo-1(2H)-pyrimidinyl]methyl]phenyl]methyl]-N-[1,1-dimethylethoxycarbonyl]glycine, methyl ester), C1(=CC=CC=C1)C (Toluene). Reactants: CC1=C(CCCO1)C(=O)OCC (ethyl 6-methyl-3,4-dihydro-2H-pyran-5-carboxylate), [Se](=O)=O (selenium dioxide). The solvent is C(C)(=O)O (acetic acid). Yields the product C(=O)C1=C(CCCO1)C(=O)OCC (Ethyl 6-formyl-3,4-dihydro-2H-pyran-5-carboxylate). Isolated yield 26.3%. RXN SMILES: [CH3:1][C:2]1[O:7][CH2:6][CH2:5][CH2:4][C:3]=1[C:8]([O:10][CH2:11][CH3:12])=[O:9].[Se](=O)=[O:14]>C(O)(=O)C>[CH:1]([C:2]1[O:7][CH2:6][CH2:5][CH2:4][C:3]=1[C:8]([O:10][CH2:11][CH3:12])=[O:9])=[O:14]. Reported procedure: A mixture of ethyl 6-methyl-3,4-dihydro-2H-pyran-5-carboxylate (6.0 g, 35.3 mmol) and selenium dioxide (4.3 g, 38.8 mmol) was stirred in acetic acid (141 mL) 5 hours at 110° C. The reaction was then cooled to room temperature and the solids were removed by filtration. The filtrate was concentrated down and purified by silica gel chromatography with 0 to 15% ethyl acetate/heptane gradient, followed by 15% to afford the title compound (1.710 g) as an amber oil in about 90% purity. MS (ESI) [m/e, (... Reactants: ClCCN1CCCCC1 (1-(2-chloroethyl)piperidine), ClC1=C(C=CC=C1)CC#N (2-chlorobenzeneacetonitrile). The product is ClC1=C(C=CC=C1)C(C#N)CCN1CCCCC1 ((±)-α-(2-chlorophenyl)-1-piperidinebutanenitrile). Reaction SMILES: Cl[CH2:2][CH2:3][N:4]1[CH2:9][CH2:8][CH2:7][CH2:6][CH2:5]1.[Cl:10][C:11]1[CH:16]=[CH:15][CH:14]=[CH:13][C:12]=1[CH2:17][C:18]#[N:19]>>[Cl:10][C:11]1[CH:16]=[CH:15][CH:14]=[CH:13][C:12]=1[CH:17]([CH2:2][CH2:3][N:4]1[CH2:9][CH2:8][CH2:7][CH2:6][CH2:5]1)[C:18]#[N:19]. Reported procedure: The present invention relates to a novel process for the preparation of N-heterocyclealkanamide derivatives having the following formula: ##STR1## which comprises reacting 1-(2-chloroethyl)piperidine with 2-chlorobenzeneacetonitrile to give (±)-α-(2-chlorophenyl)-1-piperidinebutanenitrile; alkylating the piperidenebutanenitrile to give (±)-α-(2-chlorophenyl)-α-(2,2-dimethoxyethyl)piperidine-1-butanenitrile; hydrolyzing the resulting alkylated piperidinebutanenitrile to give (±)-α-(2-chlorophenyl... The reactants are ClCCl, O=C(Nc1nc(C=NO)c(-c2cccc(C(F)(F)F)c2)s1)c1c(F)cccc1F. Yields the product N#Cc1nc(NC(=O)c2c(F)cccc2F)sc1-c1cccc(C(F)(F)F)c1. RXN SMILES: [Cl:30][CH2:31][Cl:32].[F:1][c:2]1[c:3]([C:4](=[O:5])[NH:6][c:7]2[s:8][c:9](-[c:15]3[cH:16][c:17]([C:21]([F:22])([F:23])[F:24])[cH:18][cH:19][cH:20]3)[c:10]([CH:12]=[N:13][OH:14])[n:11]2)[c:25]([F:29])[cH:26][cH:27][cH:28]1>>[F:1][c:2]1[c:3]([C:4](=[O:5])[NH:6][c:7]2[s:8][c:9](-[c:15]3[cH:16][c:17]([C:21]([F:22])([F:23])[F:24])[cH:18][cH:19][cH:20]3)[c:10]([C:12]#[N:13])[n:11]2)[c:25]([F:29])[cH:26][cH:27][cH:28]1. The reactants are C(C)C1=C(CNC=2C=3N(C=C(C2)C(=O)N)C(=C(N3)C)CO)C(=CC=C1)C (8-(2-ethyl-6-methylbenzylamino)-3-hydroxymethyl-2-methylimidazo[1,2-a]pyridine-6-carboxamide), [OH-].[Na+] (sodium hydroxide). Run in C(C)O (ethanol). The yield is 59.8%. Procedure: 8-(2-ethyl-6-methylbenzylamino)-3-hydroxymethyl-2-methylimidazo[1,2-a]pyridine-6-carboxamide (0.02 g, 0.057 m mol) and sodium hydroxide (0.02 g, 0.29 mmol) were solved in ethanol (95%) (1 ml) and was refluxed for 20 h. The solvent was evaporated under reduced pressure and to the residue was added water (1 ml). The pH was adjusted to 5 by addition of acetic acid and the solid that precipitated was isolated by filtration, washed with water and dried to give 0.012 g (60%) of the title compound. Yields the product C(C)C1=C(CNC=2C=3N(C=C(C2)C(=O)O)C(=C(N3)C)CO)C(=CC=C1)C (8-(2-ethyl-6-methylbenzylamino)-3-hydroxymethyl-2-methylimidazo[1,2-a]pyridine-6-carboxylic acid). RXN SMILES: [CH2:1]([C:3]1[CH:25]=[CH:24][CH:23]=[C:22]([CH3:26])[C:4]=1[CH2:5][NH:6][C:7]1[C:8]2[N:9]([C:16]([CH2:20][OH:21])=[C:17]([CH3:19])[N:18]=2)[CH:10]=[C:11]([C:13](N)=[O:14])[CH:12]=1)[CH3:2].[OH-:27].[Na+]>C(O)C>[CH2:1]([C:3]1[CH:25]=[CH:24][CH:23]=[C:22]([CH3:26])[C:4]=1[CH2:5][NH:6][C:7]1[C:8]2[N:9]([C:16]([CH2:20][OH:21])=[C:17]([CH3:19])[N:18]=2)[CH:10]=[C:11]([C:13]([OH:27])=[O:14])[CH:12]=1)[CH3:2] |f:1.2|. Reported procedure: A solution of ethyl 2-{{2-chloro-5-[3,6-dihydro-3-methyl-2,6-dioxo-4-(trifluoromethyl)-1(2H)-pyrimidinyl]-4-fluorophenyl}imino}-4-oxo-5-{[(trityloxy)carbamoyl]-methyl}-3-thiazolidineacetate (entire sample from Example 23) and triisopropylsilane (1 mL) in trifluoroacetic acid (19 mL) is stirred at room temperature for 4 hours, cooled with an ice-water bath, and filtered. The resultant filtrate is concentrated in vacuo and chased three times with toluene to obtain a solid. Column chromatography of... Solvent: C(Cl)Cl (methylene chloride), FC(C(=O)O)(F)F (trifluoroacetic acid). Reaction SMILES: [Cl:1][C:2]1[CH:7]=[C:6]([F:8])[C:5]([N:9]2[C:14](=[O:15])[CH:13]=[C:12]([C:16]([F:19])([F:18])[F:17])[N:11]([CH3:20])[C:10]2=[O:21])=[CH:4][C:3]=1[N:22]=[C:23]1[N:27]([CH2:28][C:29]([O:31][CH2:32][CH3:33])=[O:30])[C:26](=[O:34])[CH:25]([CH2:35][C:36](=[O:58])[NH:37][O:38]C(C2C=CC=CC=2)(C2C=CC=CC=2)C2C=CC=CC=2)[S:24]1.C([SiH](C(C)C)C(C)C)(C)C.CO>FC(F)(F)C(O)=O.C(Cl)Cl>[Cl:1][C:2]1[CH:7]=[C:6]([F:8])[C:5]([N:9]2[C:14](=[O:15])[CH:13]=[C:12]([C:16]([F:19])([F:17])[F:18])[N:11]([CH3:20])[C:10]2=[O:21])=[CH:4][C:3]=1[N:22]=[C:23]1[N:27]([CH2:28][C:29]([O:31][CH2:32][CH3:33])=[O:30])[C:26](=[O:34])[CH:25]([CH2:35][C:36](=[O:58])[NH:37][OH:38])[S:24]1. Reactants: CO (methanol), ClC1=C(C=C(C(=C1)F)N1C(N(C(=CC1=O)C(F)(F)F)C)=O)N=C1SC(C(N1CC(=O)OCC)=O)CC(NOC(C1=CC=CC=C1)(C1=CC=CC=C1)C1=CC=CC=C1)=O (Ethyl 2-{{2-chloro-5-[3,6-dihydro-3-methyl-2,6-dioxo-4-(trifluoromethyl)-1(2H)-pyrimidinyl]-4-fluorophenyl}imino}-4-oxo-5-{[(trityloxy)carbamoyl]-methyl}-3-thiazolidineacetate), C(C)(C)[SiH](C(C)C)C(C)C (triisopropylsilane). The product is ClC1=C(C=C(C(=C1)F)N1C(N(C(=CC1=O)C(F)(F)F)C)=O)N=C1SC(C(N1CC(=O)OCC)=O)CC(NO)=O (Ethyl 2-{{2-chloro-5-[3,6-dihydro-3-methyl-2,6-dioxo-4-(trifluoromethyl)-1(2H)-pyrimidinyl]-4-fluorophenyl}imino}-5-[(hydroxycarbamoyl)methyl]-4-oxo-3-thiazolidineacetate).